Dataset: the Open Reaction Database (ORD), a public repository of structured organic reaction records. Task: describe an organic reaction: reactants, conditions, products, and yield Starting materials: CC(C)Oc1cc(-n2nc(C(F)F)n(C)c2=O)c(Cl)cc1Cl, O=S(=O)(O)O. Yields the product Cn1c(C(F)F)nn(-c2cc(O)c(Cl)cc2Cl)c1=O. RXN SMILES: [Cl:1][c:2]1[c:3](-[n:13]2[n:14][c:15]([CH:20]([F:21])[F:22])[n:16]([CH3:19])[c:17]2=[O:18])[cH:4][c:5]([O:9][CH:10]([CH3:11])[CH3:12])[c:6]([Cl:8])[cH:7]1.[S:23](=[O:24])(=[O:25])([OH:26])[OH:27]>>[Cl:1][c:2]1[c:3](-[n:13]2[n:14][c:15]([CH:20]([F:21])[F:22])[n:16]([CH3:19])[c:17]2=[O:18])[cH:4][c:5]([OH:9])[c:6]([Cl:8])[cH:7]1. Starting materials: CC#N, O=C(O)C(F)(F)F, COC(=O)C1C(c2ccccc2)N1S(=O)c1ccc(C)cc1. The product is COC(=O)C(N)C(O)c1ccccc1. As a reaction SMILES: [CH3:30][C:31]#[N:32].[OH:23][C:24]([C:25]([F:26])([F:27])[F:28])=[O:29].[c:1]1([CH3:2])[cH:3][cH:4][c:5]([S:6](=[O:7])[N:9]2[CH:10]([C:18](=[O:19])[O:20][CH3:21])[CH:11]2[c:12]2[cH:13][cH:14][cH:15][cH:16][cH:17]2)[cH:8][cH:22]1>>[NH2:9][CH:10]([CH:11]([c:12]1[cH:13][cH:14][cH:15][cH:16][cH:17]1)[OH:23])[C:18](=[O:19])[O:20][CH3:21].